From a dataset of the Open Reaction Database (ORD), a public repository of structured organic reaction records. describe an organic reaction: reactants, conditions, products, and yield The reactants are C(C1=CC=CC=C1)(=O)O (benzoic acid), N,N'-carbonyldiimidazole, NC1=NC2=NC(=CC=C2C=C1)OC1=CC=C(C=C1)Cl (2-amino-7-(4-chlorophenoxy)-1,8-naphthyridine). The solvent is O (water). Conditions: temperature 0 celsius. Product: ClC1=CC=C(OC2=CC=C3C=CC(=NC3=N2)NC(C2=CC=CC=C2)=O)C=C1 (N-[7-(4-chlorophenoxy)-1,8-naphthyridin-2-yl]benzamide). The yield is 23.0%. As a reaction SMILES: [C:1]([OH:9])(=O)[C:2]1[CH:7]=[CH:6][CH:5]=[CH:4][CH:3]=1.[NH2:10][C:11]1[CH:20]=[CH:19][C:18]2[C:13](=[N:14][C:15]([O:21][C:22]3[CH:27]=[CH:26][C:25]([Cl:28])=[CH:24][CH:23]=3)=[CH:16][CH:17]=2)[N:12]=1>O>[Cl:28][C:25]1[CH:26]=[CH:27][C:22]([O:21][C:15]2[N:14]=[C:13]3[C:18]([CH:19]=[CH:20][C:11]([NH:10][C:1](=[O:9])[C:2]4[CH:3]=[CH:4][CH:5]=[CH:6][CH:7]=4)=[N:12]3)=[CH:17][CH:16]=2)=[CH:23][CH:24]=1. Procedure details: The procedure is analogous to that described in Example 1, but starting with benzoic acid (12.6 g), N,N'-carbonyldiimidazole (7.45 g) and 2-amino-7-(4-chlorophenoxy)-1,8-naphthyridine (12.6 g). The product obtained by precipitation in water (13 g; m.p. 100° C.) is purified by chromatography on a 4-cm-diameter column containing silica (0.040-0.063 mm; 200 g), eluting with methylene chloride and collecting 100-cc fractions. The fractions 10 to 25 are concentrated to 9/10 of the initial volume. Aft...